This data is from the Open Reaction Database (ORD), a public repository of structured organic reaction records. The task is: describe an organic reaction: reactants, conditions, products, and yield Starting materials: BrC1=C(C#N)C=C(C(=C1)[N+](=O)[O-])NC (2-bromo-5-(methylamino)-4-nitrobenzonitrile). Reagents/catalysts: [Pd] (Pd/C). Run in CCO (EtOH). The product is NC1=CC(=C(C#N)C=C1NC)Br (4-amino-2-bromo-5-(methylamino)benzonitrile). RXN SMILES: [Br:1][C:2]1[CH:9]=[C:8]([N+:10]([O-])=O)[C:7]([NH:13][CH3:14])=[CH:6][C:3]=1[C:4]#[N:5]>CCO.[Pd]>[NH2:10][C:8]1[C:7]([NH:13][CH3:14])=[CH:6][C:3]([C:4]#[N:5])=[C:2]([Br:1])[CH:9]=1. Reported procedure: A stirred solution of 2-bromo-5-(methylamino)-4-nitrobenzonitrile (0.3 g, 0.001 mol) in EtOH (10 ml) was hydrogenated using Pd/C for 2 h at room temperature. The reaction was filtered through CELITE® and the filter bed was thoroughly washed with EtOH. The resulting solution was concentrated to provide 4-amino-2-bromo-5-(methylamino)benzonitrile, as a brownish a solid. Crude LCMS (M+1): 226.12. Purity: 63%.